Dataset: the Open Reaction Database (ORD), a public repository of structured organic reaction records. Task: describe an organic reaction: reactants, conditions, products, and yield Reactants: COC(C1=C(C=C(C(=O)NC[Si](C)(C)C)C=C1)C)=O (2-methyl-N-trimethylsilanylmethyl-terephthalamic acid methyl ester), COC1=CC=C(C=C1)P1(SP(S1)(C1=CC=C(C=C1)OC)=S)=S (2,4-bis(4-methoxyphenyl)-1,3,2,4-dithiadiphosphetane 2,4-disulfide). Solvent: C1(=CC=CC=C1)C (toluene). Reaction conditions: time 30 minute. Product: COC(C1=C(C=C(C=C1)C(NC[Si](C)(C)C)=S)C)=O (2-methyl-4-(trimethylsilanylmethyl-thiocarbamoyl)-benzoic acid methyl ester). Yield: 95.6%. As a reaction SMILES: [CH3:1][O:2][C:3](=[O:19])[C:4]1[CH:17]=[CH:16][C:7]([C:8]([NH:10][CH2:11][Si:12]([CH3:15])([CH3:14])[CH3:13])=O)=[CH:6][C:5]=1[CH3:18].COC1C=CC(P2(=S)SP(=S)(C3C=CC(OC)=CC=3)[S:29]2)=CC=1>C1(C)C=CC=CC=1>[CH3:1][O:2][C:3](=[O:19])[C:4]1[CH:17]=[CH:16][C:7]([C:8](=[S:29])[NH:10][CH2:11][Si:12]([CH3:15])([CH3:14])[CH3:13])=[CH:6][C:5]=1[CH3:18]. Procedure: To a solution of 2-methyl-N-trimethylsilanylmethyl-terephthalamic acid methyl ester (Example I7) (1.83 g) in toluene (50 ml) was added 2,4-bis(4-methoxyphenyl)-1,3,2,4-dithiadiphosphetane 2,4-disulfide (Lawesson reagent) (2.65 g). The reaction mixture was stirred at ambient temperature for 30 minutes and then at 110° C. for 1.5 hours. The reaction mixture was concentrated and the residue purified by chromatography on silica gel (eluent: ethyl acetate/heptanes 1:5) to give 2-methyl-4-(trimethylsi... Reactants: BrCCc1ccccc1, O=C([O-])[O-], CN(C)C=O, Cl, [K+], [K+], FC(F)(F)c1ccc(-n2nc(N3CCNCC3)c3ccccc32)cc1, O. Yields the product FC(F)(F)c1ccc(-n2nc(N3CCN(CCc4ccccc4)CC3)c3ccccc32)cc1. As a reaction SMILES: [Br:27][CH2:28][CH2:29][c:30]1[cH:31][cH:32][cH:33][cH:34][cH:35]1.[C:36](=[O:37])([O-:38])[O-:39].[CH3:42][N:43]([CH3:44])[CH:45]=[O:46].[ClH:1].[K+:40].[K+:41].[N:2]1([c:8]2[n:9][n:10](-[c:17]3[cH:18][cH:19][c:20]([C:23]([F:24])([F:25])[F:26])[cH:21][cH:22]3)[c:11]3[cH:12][cH:13][cH:14][cH:15][c:16]23)[CH2:3][CH2:4][NH:5][CH2:6][CH2:7]1.[OH2:47]>>[N:2]1([c:8]2[n:9][n:10](-[c:17]3[cH:18][cH:19][c:20]([C:23]([F:24])([F:25])[F:26])[cH:21][cH:22]3)[c:11]3[cH:12][cH:13][cH:14][cH:15][c:16]23)[CH2:3][CH2:4][N:5]([CH2:28][CH2:29][c:30]2[cH:31][cH:32][cH:33][cH:34][cH:35]2)[CH2:6][CH2:7]1.